From a dataset of the Open Reaction Database (ORD), a public repository of structured organic reaction records. describe an organic reaction: reactants, conditions, products, and yield Starting materials: ClC=1C=NC=2N(C1)N=C(C2)C(=O)O (6-chloro-pyrazolo[1,5-a]pyrimidine-2-carboxylic acid), C1NCCC2=CC=CC=C12 (1,2,3,4-Tetrahydro-isoquinoline). The product is ClC=1C=NC=2N(C1)N=C(C2)C(=O)N2CC1=CC=CC=C1CC2 ((6-Chloro-pyrazolo[1,5-a]pyrimidin-2-yl)-(3,4-dihydro-1H-isoquinolin-2-yl)-methanone). As a reaction SMILES: [Cl:1][C:2]1[CH:3]=[N:4][C:5]2[N:6]([N:8]=[C:9]([C:11]([OH:13])=O)[CH:10]=2)[CH:7]=1.[CH2:14]1[C:23]2[C:18](=[CH:19][CH:20]=[CH:21][CH:22]=2)[CH2:17][CH2:16][NH:15]1>>[Cl:1][C:2]1[CH:3]=[N:4][C:5]2[N:6]([N:8]=[C:9]([C:11]([N:15]3[CH2:16][CH2:17][C:18]4[C:23](=[CH:22][CH:21]=[CH:20][CH:19]=4)[CH2:14]3)=[O:13])[CH:10]=2)[CH:7]=1. Procedure: In close analogy to the procedure described in Example 1, 6-chloro-pyrazolo[1,5-a]pyrimidine-2-carboxylic acid is reacted with 1,2,3,4-Tetrahydro-isoquinoline to provide the title compound in moderate yield. Reactants: FC1=C(C(=CC=C1)F)C1=NC=2C(C=3C=CC(=CC13)C#C[Si](C)(C)C)=NN(C2NC2CCN(CC2)S(=O)(=O)C)COCC[Si](C)(C)C (5-(2,6-difluorophenyl)-3-{[1-(methylsulphonyl)piperidin-4-yl]amino}-2-{[2-(trimethylsilyl)ethoxy]methyl}-7-trimethylsilanylethynyl-2H-pyrazolo[4,3-c]isoquinoline), O (water). Solvent: C1CCOC1 (THF), [F-].C(CCC)[N+](CCCC)(CCCC)CCCC (tetrabutylammonium fluoride). Reaction conditions: time 30 minute. Yields the product FC1=C(C(=CC=C1)F)C1=NC=2C(C=3C=CC(=CC13)C#C)=NN(C2NC2CCN(CC2)S(=O)(=O)C)COCC[Si](C)(C)C (5-(2,6-difluorophenyl)-3-{[1-(methylsulphonyl)piperidin-4-yl]amino}-2-{[2-(trimethylsilyl)ethoxy]methyl}-7-ethynyl-2H-pyrazolo[4,3-c]isoquinoline). Isolated yield 71.0%. As a reaction SMILES: [F:1][C:2]1[CH:7]=[CH:6][CH:5]=[C:4]([F:8])[C:3]=1[C:9]1[C:18]2[CH:17]=[C:16]([C:19]#[C:20][Si](C)(C)C)[CH:15]=[CH:14][C:13]=2[C:12]2=[N:25][N:26]([CH2:39][O:40][CH2:41][CH2:42][Si:43]([CH3:46])([CH3:45])[CH3:44])[C:27]([NH:28][CH:29]3[CH2:34][CH2:33][N:32]([S:35]([CH3:38])(=[O:37])=[O:36])[CH2:31][CH2:30]3)=[C:11]2[N:10]=1.O>C1COCC1.[F-].C([N+](CCCC)(CCCC)CCCC)CCC>[F:8][C:4]1[CH:5]=[CH:6][CH:7]=[C:2]([F:1])[C:3]=1[C:9]1[C:18]2[CH:17]=[C:16]([C:19]#[CH:20])[CH:15]=[CH:14][C:13]=2[C:12]2=[N:25][N:26]([CH2:39][O:40][CH2:41][CH2:42][Si:43]([CH3:45])([CH3:44])[CH3:46])[C:27]([NH:28][CH:29]3[CH2:34][CH2:33][N:32]([S:35]([CH3:38])(=[O:37])=[O:36])[CH2:31][CH2:30]3)=[C:11]2[N:10]=1 |f:3.4|. Procedure: A 30 ml round-bottomed flask equipped with a magnetic stirrer and with a septum having a top-mounted argon intake is charged with 74 mg of 5-(2,6-difluorophenyl)-3-{[1-(methylsulphonyl)piperidin-4-yl]amino}-2-{[2-(trimethylsilyl)ethoxy]methyl}-7-trimethylsilanylethynyl-2H-pyrazolo[4,3-c]isoquinoline in 5 ml of THF, 0.22 cm3 of tetrabutylammonium fluoride is added, and the mixture is stirred at RT for 30 min. It is poured into water, extracted with AcOEt, washed with saturated NaCl solution, drie... Reactants: BrC(C(=O)C1=CC=C(C=C1)OC)C (2-bromo-1-(4-methoxy-phenyl)-propan-1-one), NC(=S)N (thiourea), C(C)(=O)[O-].[Na+] (sodium acetate). Yields the product COC1=CC=C(C=C1)C=1N=C(SC1C)N (4-(4-methoxy-phenyl)-5-methyl-thiazol-2-ylamine). The yield is 66.8%. As a reaction SMILES: Br[CH:2]([CH3:13])[C:3]([C:5]1[CH:10]=[CH:9][C:8]([O:11][CH3:12])=[CH:7][CH:6]=1)=O.[NH2:14][C:15]([NH2:17])=[S:16].C([O-])(=O)C.[Na+]>>[CH3:12][O:11][C:8]1[CH:9]=[CH:10][C:5]([C:3]2[N:14]=[C:15]([NH2:17])[S:16][C:2]=2[CH3:13])=[CH:6][CH:7]=1 |f:2.3|. Procedure: A procedure similar to step 5 of Example 6 was used. 2-bromo-1-(4-methoxy-phenyl)-propan-1-one prepared in the step 3, thiourea and anhydrous sodium acetate were used as starting materials, refluxed for 4 hours, followed by post-treatment to give a crude product, which was recrystallized with anhydrous ethanol to obtain a product as a white solid in a yield of 66.8%, mp: 139-140 └. 1H-NMR (CDCl3, 400 MHz) δ: 2.37 (3H, s, ArCH3), 3.84 (3H, s, OCH3), 5.09 (2H, br, NH2), 6.93 (2H, d, J=8.68 Hz, ArH... Starting materials: C(C(=O)Cl)(=O)Cl (oxalyl chloride), Cl.FC1=C2C=C(C=NC2=CC=C1)C(=O)O (5-fluoroquinoline-3-carboxylic acid hydrochloride), Cl.FC1=CC=C2C=C(C=NC2=C1)C(=O)O (7-fluoroquinoline-3-carboxylic acid hydrochloride), FC=1C=C(N)C=CC1 (m-fluoroaniline), Cl.C[C@@H]1CC[C@H](CC1)N (trans-4-methylcyclohexylamine hydrochloride), 4-N,N′-dimethylaminopyridine. Reagents/catalysts: CN(C=O)C (dimethylformamide). The solvent is ClCCl (dichloromethane), C(C)(=O)OCC (ethyl acetate), CCCCCC (hexane), ClCCl (dichloromethane). Run at time 8 hour. The product is C[C@@H]1CC[C@H](CC1)NC(=O)C=1C=NC2=CC(=CC=C2C1)F (N-(trans-4-methylcyclohexyl)-7-fluoroquinoline-3-carboxamide). As a reaction SMILES: Cl.FC1C=CC=C2C=1C=C(C(O)=O)C=N2.Cl.[F:17][C:18]1[CH:27]=[C:26]2[C:21]([CH:22]=[C:23]([C:28]([OH:30])=O)[CH:24]=[N:25]2)=[CH:20][CH:19]=1.FC1C=C(C=CC=1)N.C(Cl)(=O)C(Cl)=O.Cl.[CH3:46][C@H:47]1[CH2:52][CH2:51][C@H:50]([NH2:53])[CH2:49][CH2:48]1>ClCCl.CN(C)C=O.C(OCC)(=O)C.CCCCCC>[CH3:46][C@H:47]1[CH2:52][CH2:51][C@H:50]([NH:53][C:28]([C:23]2[CH:24]=[N:25][C:26]3[C:21]([CH:22]=2)=[CH:20][CH:19]=[C:18]([F:17])[CH:27]=3)=[O:30])[CH2:49][CH2:48]1 |f:0.1,2.3,6.7|. Reported procedure: The methods of Erickson (J. Med. Chem., 1979, 22, 7, 816–823) were used to prepare a mixture of 5-fluoroquinoline-3-carboxylic acid hydrochloride and 7-fluoroquinoline-3-carboxylic acid hydrochloride from m-fluoroaniline. A mixture of these two acids (500 mg, 2.2 mmole) in dichloromethane (25 mL) was treated with a solution of oxalyl chloride in dichloromethane (1.2 mL of 2 M, 2.4 mmol) followed by dimethylformamide (5 drops). The reaction was stirred overnight, filtered (Gelman Acrodisc CR PTFE... Reactants: C(C)OC=C([N+](=O)[O-])C(=O)OCC (2-ethoxy-1-ethoxycarbonyl-1-nitroethene), NC1=NC=C(C=C1)Br (2-amino-5-bromopyridine), C(C)O (ethanol). Solvent: C1(=CC=CC=C1)C (toluene). Yields the product BrC=1C=CC(=NC1)NC=C([N+](=O)[O-])C(=O)OCC (2-(5-bromopyrid-2-ylamino)-1-ethoxycarbonyl-1-nitroethene). The yield is 63.2%. As a reaction SMILES: C(O[CH:4]=[C:5]([C:9]([O:11][CH2:12][CH3:13])=[O:10])[N+:6]([O-:8])=[O:7])C.[NH2:14][C:15]1[CH:20]=[CH:19][C:18]([Br:21])=[CH:17][N:16]=1.C(O)C>C1(C)C=CC=CC=1>[Br:21][C:18]1[CH:19]=[CH:20][C:15]([NH:14][CH:4]=[C:5]([C:9]([O:11][CH2:12][CH3:13])=[O:10])[N+:6]([O-:8])=[O:7])=[N:16][CH:17]=1. Procedure details: A mixture of 2-ethoxy-1-ethoxycarbonyl-1-nitroethene (5.7 g) and 2-amino-5-bromopyridine (5.2 g) in toluene was heated at reflux with slow removal of the ethanol formed during 2 hours. The reaction mixture was cooled and concentrated in vacuo to give a yellow powder which was triturated with hot ethanol, to give 2-(5-bromopyrid-2-ylamino)-1-ethoxycarbonyl-1-nitroethene (6.0 g) in the form of a pale yellow powder, m.p. 141°-142° C. Reactants: C(C=C)OC=1C(=NC=CC1)Br (3-(allyloxy)-2-bromopyridine), N(=NC(=O)OCC)C(=O)OCC (Diethyl azodicarboxylate), BrC1=NC=CC=C1O (2-bromo-3-hydroxypyridine), C(C=C)O (allyl alcohol), C1=CC=C(C=C1)P(C2=CC=CC=C2)C3=CC=CC=C3 (PPh3). Run in C(=O)(O)[O-].[Na+] (NaHCO3), C1CCOC1 (THF). Conditions: temperature 50 celsius. Product: O1CC(C2=NC=CC=C21)=O (furo[3,2-b]pyridin-3(2H)-one). As a reaction SMILES: [CH2:1]([O:4][C:5]1[C:6](Br)=[N:7][CH:8]=[CH:9][CH:10]=1)[CH:2]=C.N(C(OCC)=O)=NC(OCC)=[O:15].BrC1C(O)=CC=CN=1.C(O)C=C.C1C=CC(P(C2C=CC=CC=2)C2C=CC=CC=2)=CC=1>C1COCC1.C([O-])(O)=O.[Na+]>[O:4]1[C:5]2[C:6](=[N:7][CH:8]=[CH:9][CH:10]=2)[C:2](=[O:15])[CH2:1]1 |f:6.7|. Procedure details: 3-(allyloxy)-2-bromopyridine. Diethyl azodicarboxylate (1 eq.) is added dropwise to a stirring mixture of 2-bromo-3-hydroxypyridine (0.92 eq,), allyl alcohol (0.92 eq), and PPh3 (1.1 eq) in THF (0.2 M) at 0° C. under a N2 atmosphere. The reaction mixture is warmed to 50° C. in an oil bath. Reaction progress is monitored by TLC until judged complete. The reaction mixture is cooled to ambient temperature and diluted with saturated NaHCO3 solution. The aqueous solution is extracted with EtOAc, and ... Reported procedure: To a stirred solution of 70 mg (0.30 mmol) (2-Amino-4,5-dimethyl-thiophen-3-yl)-phenyl-methanone in 2 ml acetic acid was added 0.02 ml (0.30 mmol) of pentane-2,4-dione and one drop of sulfuric acid. The mixture was then stirred at 100° C. for 10 minutes in a microwave and then concentrated in vacuo. Preparative HPLC (30% CH3CN/H20) afforded 10 mg (11%) 1-(2,3,6-trimethyl-4-phenyl-thieno[2,3-b]pyridine-5-yl)-ethanone as an orange solid. ES-MS m/e (%): 296 (M+H+, 100). Yields the product CC1=C(C=2C(=NC(=C(C2C2=CC=CC=C2)C(C)=O)C)S1)C (1-(2,3,6-trimethyl-4-phenyl-thieno[2,3-b]pyridine-5-yl)-ethanone). Reagents/catalysts: S(O)(O)(=O)=O (sulfuric acid). The yield is 11.3%. Run in C(C)(=O)O (acetic acid). Reaction conditions: temperature 100 celsius, time 10 minute. Starting materials: NC=1SC(=C(C1C(=O)C1=CC=CC=C1)C)C ((2-Amino-4,5-dimethyl-thiophen-3-yl)-phenyl-methanone), CC(CC(C)=O)=O (pentane-2,4-dione). RXN SMILES: [NH2:1][C:2]1[S:3][C:4]([CH3:16])=[C:5]([CH3:15])[C:6]=1[C:7]([C:9]1[CH:14]=[CH:13][CH:12]=[CH:11][CH:10]=1)=O.[CH3:17][C:18](=O)[CH2:19][C:20](=[O:22])[CH3:21]>C(O)(=O)C.S(=O)(=O)(O)O>[CH3:16][C:4]1[S:3][C:2]2=[N:1][C:18]([CH3:17])=[C:19]([C:20](=[O:22])[CH3:21])[C:7]([C:9]3[CH:14]=[CH:13][CH:12]=[CH:11][CH:10]=3)=[C:6]2[C:5]=1[CH3:15].